From a dataset of the Open Reaction Database (ORD), a public repository of structured organic reaction records. describe an organic reaction: reactants, conditions, products, and yield Reactants: FC1=C(C=C(C(=O)O)C=C1)Br (4-fluoro-3-bromo-benzoic acid), S(O)(O)(=O)=O (sulphuric acid), CO (methanol). Yields the product COC(C1=CC(=C(C=C1)F)Br)=O (4-fluoro-3-bromo-benzoic acid methyl ester). Yield: 97.0%. Reaction SMILES: [F:1][C:2]1[CH:10]=[CH:9][C:5]([C:6]([OH:8])=[O:7])=[CH:4][C:3]=1[Br:11].S(=O)(=O)(O)O.[CH3:17]O>>[CH3:17][O:7][C:6](=[O:8])[C:5]1[CH:9]=[CH:10][C:2]([F:1])=[C:3]([Br:11])[CH:4]=1. Procedure: A mixture of 87.6 g (0.38 mole) of 95% pure 4-fluoro-3-bromo-benzoic acid, 200 ml of methanol and 3 ml of sulphuric acid was boiled under for 18 hours. The excess methanol was then distilled off in vacuo, 300 ml of toluene were added and the solution was shaken first with 50 ml of water, then with 50 ml of saturated sodium bicarbonate solution and subsequently with 50 ml of water again. Thereafter, the solvent was distilled off in vacuo and the residue was distilled in vacuo. 86 g (97% of theory... The reactants are CC12CC3(CC(CC(C1)(C3)C)(C2)C2=CC(=CC(=C2)Br)Br)C23CC1(CC(CC(C2)(C1)C1=CC(=CC(=C1)Br)Br)(C3)C)C (3,3′,5,5′-tetramethyl-7,7′-bis(3,5-dibromophenyl)-1,1′-biadamantane), C1(=CC=CC=C1)P(C1=CC=CC=C1)C1=CC=CC=C1 (triphenylphosphine), C[Si](C)(C)C#C (trimethylsilylacetylene). Reagents/catalysts: [Cu](I)I (copper(II) iodide). The solvent is C(C)N(CC)CC (triethylamine). Reaction conditions: temperature 75 celsius, time 20 minute. Yields the product CC12CC3(CC(CC(C1)(C3)C)(C2)C2=CC(=CC(=C2)C#C[Si](C)(C)C)C#C[Si](C)(C)C)C23CC1(CC(CC(C2)(C1)C1=CC(=CC(=C1)C#C[Si](C)(C)C)C#C[Si](C)(C)C)(C3)C)C (3,3′,5,5′-tetramethyl-7,7′-bis[3,5-bis(trimethylsilylethynyl)phenyl]-1,1′-biadamantane). As a reaction SMILES: [CH3:1][C:2]12[CH2:12][C:6]3([C:13]4[CH:18]=[C:17](Br)[CH:16]=[C:15](Br)[CH:14]=4)[CH2:7][C:8]([CH3:11])([CH2:10][C:4]([C:21]45[CH2:38][C:25]6([CH3:39])[CH2:26][C:27]([C:30]7[CH:35]=[C:34](Br)[CH:33]=[C:32](Br)[CH:31]=7)([CH2:29][C:23]([CH3:40])([CH2:24]6)[CH2:22]4)[CH2:28]5)([CH2:5]3)[CH2:3]1)[CH2:9]2.C1(P([C:54]2[CH:59]=CC=CC=2)C2C=CC=CC=2)C=CC=CC=1.[CH3:60][Si:61]([C:64]#[CH:65])([CH3:63])[CH3:62]>[Cu](I)I.C(N(CC)CC)C>[CH3:1][C:2]12[CH2:12][C:6]3([C:13]4[CH:18]=[C:17]([C:65]#[C:64][Si:61]([CH3:63])([CH3:62])[CH3:60])[CH:16]=[C:15]([C:65]#[C:64][Si:61]([CH3:63])([CH3:62])[CH3:60])[CH:14]=4)[CH2:7][C:8]([CH3:11])([CH2:10][C:4]([C:21]45[CH2:38][C:25]6([CH3:39])[CH2:26][C:27]([C:30]7[CH:35]=[C:34]([C:65]#[C:64][Si:61]([CH3:63])([CH3:62])[CH3:60])[CH:33]=[C:32]([C:54]#[C:59][Si:61]([CH3:63])([CH3:62])[CH3:60])[CH:31]=7)([CH2:29][C:23]([CH3:40])([CH2:24]6)[CH2:22]4)[CH2:28]5)([CH2:5]3)[CH2:3]1)[CH2:9]2. Procedure details: Next, 50 g (62.9 mmol) of the previously obtained 3,3′,5,5′-tetramethyl-7,7′-bis(3,5-dibromophenyl)-1,1′-biadamantane, 3.53 g (5.0 mmol) of dichlorobistriphenylphosphinepalladium, 6.60 g (25.2 mmol) of triphenylphosphine, 4.79 g (25.2 mmol) of copper(II) iodide and 750 ml of triethylamine were added to a flask and stirred. The mixture was raised to 75° C., and then 37.1 g (377.7 mmol) of trimethylsilylacetylene was slowly added. After stirring at 75° C. for 7 hours, the temperature was raised to...